Dataset: the Open Reaction Database (ORD), a public repository of structured organic reaction records. Task: describe an organic reaction: reactants, conditions, products, and yield Starting materials: CC(C)(C)OC(=O)N1CCCCC1C(=O)NC1CC(=O)OC1OCc1ccccc1, CC(NC(=O)OC(C)(C)C)C(=O)O, ClCCCl, CCOCC, CCN(C(C)C)C(C)C, ClCCl, O=C(O)C(F)(F)F, On1nnc2ccccc21. The product is CC(NC(=O)OC(C)(C)C)C(=O)N1CCCCC1C(=O)NC1CC(=O)OC1OCc1ccccc1. RXN SMILES: [C:1]([O:2][C:6](=[O:7])[N:8]1[CH:9]([C:14]([NH:15][CH:16]2[CH:17]([O:22][CH2:23][c:24]3[cH:25][cH:26][cH:27][cH:28][cH:29]3)[O:18][C:19](=[O:21])[CH2:20]2)=[O:30])[CH2:10][CH2:11][CH2:12][CH2:13]1)([CH3:3])([CH3:4])[CH3:5].[C:40](=[O:41])([O:42][C:43]([CH3:44])([CH3:45])[CH3:46])[NH:47][CH:48]([CH3:49])[C:50]([OH:51])=[O:52].[CH2:63]([Cl:64])[CH2:65][Cl:66].[CH3:77][CH2:78][O:79][CH2:80][CH3:81].[CH:31]([N:32]([CH2:33][CH3:34])[CH:35]([CH3:36])[CH3:37])([CH3:38])[CH3:39].[Cl:74][CH2:75][Cl:76].[F:67][C:68]([F:69])([F:70])[C:71]([OH:72])=[O:73].[OH:53][n:54]1[c:55]2[c:56]([cH:57][cH:58][cH:59][cH:60]2)[n:61][n:62]1>>[C:6](=[O:7])([N:8]1[CH:9]([C:14]([NH:15][CH:16]2[CH:17]([O:22][CH2:23][c:24]3[cH:25][cH:26][cH:27][cH:28][cH:29]3)[O:18][C:19](=[O:21])[CH2:20]2)=[O:30])[CH2:10][CH2:11][CH2:12][CH2:13]1)[CH:48]([NH:47][C:40](=[O:41])[O:42][C:43]([CH3:44])([CH3:45])[CH3:46])[CH3:49].